Dataset: the Open Reaction Database (ORD), a public repository of structured organic reaction records. Task: describe an organic reaction: reactants, conditions, products, and yield Reactants: C1(CCCCC1)CCNC1=CC=C(C=C1)CC(=O)OC (methyl 4-(2-cyclohexylethylamino)phenylacetate), C(CCO)O (1,3-propanediol), C1(=CC=C(C=C1)S(=O)(=O)O)C (p-toluenesulfonic acid). Yields the product C1(CCCCC1)CCNC1=CC=C(C=C1)CC(=O)OCCCO (3-hydroxypropyl 4-(2-cyclohexylethylamino)phenylacetate). As a reaction SMILES: [CH:1]1([CH2:7][CH2:8][NH:9][C:10]2[CH:15]=[CH:14][C:13]([CH2:16][C:17]([O:19][CH3:20])=[O:18])=[CH:12][CH:11]=2)[CH2:6][CH2:5][CH2:4][CH2:3][CH2:2]1.C(O)[CH2:22][CH2:23][OH:24].C1(C)C=CC(S(O)(=O)=O)=CC=1>>[CH:1]1([CH2:7][CH2:8][NH:9][C:10]2[CH:15]=[CH:14][C:13]([CH2:16][C:17]([O:19][CH2:20][CH2:22][CH2:23][OH:24])=[O:18])=[CH:12][CH:11]=2)[CH2:6][CH2:5][CH2:4][CH2:3][CH2:2]1. Procedure details: A mixture of 2.25 g. of methyl 4-(2-cyclohexylethylamino)phenylacetate, 280 mg. of 1,3-propanediol and 1.37 g. p-toluenesulfonic acid is heated at 180° C. for 18 hours and then is partitioned between ether and 3% aqueous sodium carbonate solution. The ether layer is separated, dried, and evaporated to yield 3-hydroxypropyl 4-(2-cyclohexylethylamino)phenylacetate. The reactants are S1C2=C(C=C1)C=CC(=C2)C(CC)=O (1-(benzo[b]thiophen-6-yl)propan-1-one), C(CS)(=O)OC (methyl thioglycolate), BrC1=CC(=C(C=O)C=C1)F (4-bromo-2-fluorobenzaldehyde). Yields the product BrC=1C=CC2=C(SC(=C2)C(=O)OC)C1 (methyl 6-bromobenzo[b]thiophene-2-carboxylate). RXN SMILES: S1C=CC2C=CC(C(=O)CC)=CC1=2.[C:14]([O:18][CH3:19])(=[O:17])[CH2:15][SH:16].[Br:20][C:21]1[CH:28]=[CH:27][C:24]([CH:25]=O)=[C:23](F)[CH:22]=1>>[Br:20][C:21]1[CH:22]=[CH:23][C:24]2[CH:25]=[C:15]([C:14]([O:18][CH3:19])=[O:17])[S:16][C:27]=2[CH:28]=1. Procedure details: In a similar manner to Example 9 Method A, 1-(benzo[b]thiophen-6-yl)propan-1-one was prepared starting from methyl thioglycolate (17.8 ml) and 4-bromo-2-fluorobenzaldehyde (40 g) which were reacted together to give methyl 6-bromobenzo[b]thiophene-2-carboxylate (55 g), m.p. 108-110° C. This ester was hydrolysed to give 6-bromobenzo[b]thiophene-2-carboxylic acid (48 g), which was decarboxylated using copper and quinoline at 180-200° C. for 2 hours to give 6-bromobenzo[b]thiophene (20.3 g), m.p. 53... The reactants are C(C)(=O)NC1=NC=CC(=C1)OC1=C(C=C(C=C1)NC(OC(C)(C)C)=O)F (tert-butyl 4-(2-acetamidopyridin-4-yloxy)-3-fluorophenylcarbamate). The solvent is Cl.O1CCOCC1 (HCl 1,4-dioxane), CCOC(=O)C (EtOAc), C(=O)(O)[O-].[Na+] (NaHCO3). Run at time 25 minute. The product is NC1=CC(=C(OC2=CC(=NC=C2)NC(C)=O)C=C1)F (N-(4-(4-Amino-2-fluorophenoxy)pyridin-2-yl)acetamide). The yield is 88.0%. As a reaction SMILES: [C:1]([NH:4][C:5]1[CH:10]=[C:9]([O:11][C:12]2[CH:17]=[CH:16][C:15]([NH:18]C(=O)OC(C)(C)C)=[CH:14][C:13]=2[F:26])[CH:8]=[CH:7][N:6]=1)(=[O:3])[CH3:2]>Cl.O1CCOCC1.CCOC(C)=O.C([O-])(O)=O.[Na+]>[NH2:18][C:15]1[CH:16]=[CH:17][C:12]([O:11][C:9]2[CH:8]=[CH:7][N:6]=[C:5]([NH:4][C:1](=[O:3])[CH3:2])[CH:10]=2)=[C:13]([F:26])[CH:14]=1 |f:1.2,4.5|. Procedure details: A solution of tert-butyl 4-(2-acetamidopyridin-4-yloxy)-3-fluorophenylcarbamate (110 mg, 0.30 mmol) in 4 M HCl/1,4-dioxane (1.5 mL) was stirred at 0° C. for 20 min then at room temperature for 25 min. The mixture was diluted with EtOAc (25 mL) and saturated aq. NaHCO3 solution (20 mL), and stirred vigorously for 5 min. The EtOAc phase was washed with brine, dried (MgSO4) and concentrated in vacuo to give the title compound (69 mg, 87%) as a yellow solid. 1H NMR (DMSO-d6) δ 10.49 (s, 1H), 8.13 (d... The reactants are CC1(C(NC2=C(C(CCO1)=O)C=CC=C2)=O)C (5,6-Dihydro-3,3-dimethyl-4,1-benzoxazonin-2,7(1H,3H)-dione), C(C)(=O)[O-].[Na+] (sodium acetate), Cl.NO (hydroxylamine hydrochloride). Run in C(C)O (ethanol). Product: CC1(C(NC2=C(C(CCO1)=NO)C=CC=C2)=O)C (5,6-dihydro-3,3-dimethyl-4,1-benzoxazonin-2,7(1H,3H)-dione 7-oxime). RXN SMILES: [CH3:1][C:2]1([CH3:17])[O:10][CH2:9][CH2:8][C:7](=O)[C:6]2[CH:12]=[CH:13][CH:14]=[CH:15][C:5]=2[NH:4][C:3]1=[O:16].C([O-])(=O)C.[Na+].Cl.[NH2:24][OH:25]>C(O)C>[CH3:1][C:2]1([CH3:17])[O:10][CH2:9][CH2:8][C:7](=[N:24][OH:25])[C:6]2[CH:12]=[CH:13][CH:14]=[CH:15][C:5]=2[NH:4][C:3]1=[O:16] |f:1.2,3.4|. Procedure details: A solution of the compound of formula V, 5,6-dihydro-3,3-dimethyl-4,1-benzoxazonine-2,7(1H,3H)-dione (described in Example 1, 50 g), sodium acetate (37.5 g) and hydroxylamine hydrochloride (31.5 g) in ethanol (1,200 ml) is stirred at room temperature for two days. The precipitate is removed by filtration and the filtrate evaporated. Water and diethyl ether are added to the residue. The organic phase is separated, dried and evaporated. The residue is crystallized from ethanol to give 5,6-dihydro-...